Dataset: the Open Reaction Database (ORD), a public repository of structured organic reaction records. Task: describe an organic reaction: reactants, conditions, products, and yield Reactants: NC1=CC=CC=C1 (aniline), CC[C@H]([C@@H]1[C@H](C[C@@](O1)(CC)[C@H]2CC[C@@]([C@@H](O2)C)(CC)O)C)C(=O)[C@@H](C)[C@H]([C@H](C)CCC3=C(C(=C(C=C3)C)O)C(=O)O)O (X-537A), Cl (HCl), N(=O)[O-].[Na+] (NaNO2). Solvent: O (water), O (water). Reaction conditions: time 15 minute. Yields the product C1(=CC=CC=C1)N=NC1=CC(=C(C(C(=O)O)=C1CCC(C(C(C(C(C1OC(CC1C)(C1OC(C(CC1)(O)CC)C)CC)CC)=O)C)O)C)O)C (5-phenylazo-3-methyl-6-{7-ethyl-4-hydroxy-3,5-dimethyl-6-oxo-7-[5-ethyl-3-methyl-5-(5-ethyl-5-hydroxy-6-methyl-2-tetrahydropyranyl)-2-tetrahydrofuryl]heptyl}salicylic acid). Reaction SMILES: [NH2:1][C:2]1[CH:7]=[CH:6][CH:5]=[CH:4][CH:3]=1.Cl.[N:9]([O-])=O.[Na+].[CH3:13][CH2:14][C@@H:15]([C:34]([C@H:36]([C@@H:38]([OH:54])[C@@H:39]([CH2:41][CH2:42][C:43]1[CH:48]=[CH:47][C:46]([CH3:49])=[C:45]([OH:50])[C:44]=1[C:51]([OH:53])=[O:52])[CH3:40])[CH3:37])=[O:35])[C@H:16]1[O:20][C@@:19]([C@@H:23]2[O:28][C@@H:27]([CH3:29])[C@@:26]([OH:32])([CH2:30][CH3:31])[CH2:25][CH2:24]2)([CH2:21][CH3:22])[CH2:18][C@@H:17]1[CH3:33]>O>[C:2]1([N:1]=[N:9][C:48]2[C:43]([CH2:42][CH2:41][CH:39]([CH3:40])[CH:38]([OH:54])[CH:36]([CH3:37])[C:34](=[O:35])[CH:15]([CH2:14][CH3:13])[CH:16]3[CH:17]([CH3:33])[CH2:18][C:19]([CH2:21][CH3:22])([CH:23]4[CH2:24][CH2:25][C:26]([CH2:30][CH3:31])([OH:32])[CH:27]([CH3:29])[O:28]4)[O:20]3)=[C:44]([C:51]([OH:53])=[O:52])[C:45]([OH:50])=[C:46]([CH3:49])[CH:47]=2)[CH:7]=[CH:6][CH:5]=[CH:4][CH:3]=1 |f:2.3|. Procedure details: To a solution of 0.18 ml. of aniline in 8 ml. of N HCl, cooled to 0°-5° C. in an ice bath as slowly added 150 mg. of NaNO2 in water chilled to the same temperature. To the above solution was added a cold methanolic solution of 550 mg. of crystalline antibiotic X-537A. The reaction mixture was kept at 3° to 5° for 15 minutes and then allowed to slowly reach room temperature. At the end of 2 hours, the reaction mixture was diluted with water and extracted with ethyl acetate. The solvent extract wa...